This data is from the Open Reaction Database (ORD), a public repository of structured organic reaction records. The task is: describe an organic reaction: reactants, conditions, products, and yield The reactants are CC1=C(C(=O)O)C(c2cccc([N+](=O)[O-])c2)C(C(=O)OCCNC(=O)c2ccccc2C(=O)O)=C(C)N1, C[O-], [Na+], O. The product is COC(=O)C1=C(C)NC(C)=C(C(=O)O)C1c1cccc([N+](=O)[O-])c1. RXN SMILES: [CH3:1][C:2]1=[C:7]([C:8](=[O:9])[O:10][CH2:11][CH2:12][NH:13][C:14](=[O:15])[c:16]2[cH:17][cH:18][cH:19][cH:20][c:21]2[C:22]([OH:23])=[O:24])[CH:6]([c:25]2[cH:26][c:27]([N+:31](=[O:32])[O-:33])[cH:28][cH:29][cH:30]2)[C:5]([C:34](=[O:35])[OH:36])=[C:4]([CH3:37])[NH:3]1.[CH3:38][O-:39].[Na+:40].[OH2:41]>>[CH3:1][C:2]1=[C:7]([C:8](=[O:9])[O:10][CH3:11])[CH:6]([c:25]2[cH:26][c:27]([N+:31](=[O:32])[O-:33])[cH:28][cH:29][cH:30]2)[C:5]([C:34](=[O:35])[OH:36])=[C:4]([CH3:37])[NH:3]1.